The task is: describe an organic reaction: reactants, conditions, products, and yield. This data is from the Open Reaction Database (ORD), a public repository of structured organic reaction records. Starting materials: NC1=C(NC2=CC(=CC=C12)Cl)C(=O)C1=NC=CC(=C1)C (3-amino-6-chloro-2-(4-methylpyridine-2-carbonyl)indole), C(C)(=O)O[C@H](C(=O)Cl)C ((S)-(−)-2-acetoxypropionyl chloride). Yields the product C(C)(=O)O[C@H](C(=O)NC1=C(NC2=CC(=CC=C12)Cl)C(=O)C1=NC=CC(=C1)C)C (3-[[(S)-2-Acetoxypropionyl]amino]-6-chloro-2-(4-methylpyridine-2-carbonyl)indole). RXN SMILES: [NH2:1][C:2]1[C:10]2[C:5](=[CH:6][C:7]([Cl:11])=[CH:8][CH:9]=2)[NH:4][C:3]=1[C:12]([C:14]1[CH:19]=[C:18]([CH3:20])[CH:17]=[CH:16][N:15]=1)=[O:13].[C:21]([O:24][C@@H:25]([CH3:29])[C:26](Cl)=[O:27])(=[O:23])[CH3:22]>>[C:21]([O:24][C@@H:25]([CH3:29])[C:26]([NH:1][C:2]1[C:10]2[C:5](=[CH:6][C:7]([Cl:11])=[CH:8][CH:9]=2)[NH:4][C:3]=1[C:12]([C:14]1[CH:19]=[C:18]([CH3:20])[CH:17]=[CH:16][N:15]=1)=[O:13])=[O:27])(=[O:23])[CH3:22]. Reported procedure: The title compound was prepared according to the procedure described in Example 19 employing 3-amino-6-chloro-2-(4-methylpyridine-2-carbonyl)indole (Example 70) and (S)-(−)-2-acetoxypropionyl chloride. m.p.: 213-214° C.